Dataset: the Open Reaction Database (ORD), a public repository of structured organic reaction records. Task: describe an organic reaction: reactants, conditions, products, and yield The reactants are [H-].[Na+] (sodium hydride), N1C(CCCC1)=O (2-piperidone), COC=1C=C(CCl)C=CC1 (3-methoxybenzyl chloride). The solvent is CN(C=O)C (N,N-dimethylformamide), CN(C=O)C (N,N-dimethylformamide), CN(C=O)C (N,N-dimethylformamide). Reaction conditions: temperature 65 celsius, time 8 hour. The product is COC=1C=C(CN2C(CCCC2)=O)C=CC1 (1-(3-methoxybenzyl)-2-piperidone). The yield is 108.9%. Reaction SMILES: [H-].[Na+].[NH:3]1[CH2:8][CH2:7][CH2:6][CH2:5][C:4]1=[O:9].[CH3:10][O:11][C:12]1[CH:13]=[C:14]([CH:17]=[CH:18][CH:19]=1)[CH2:15]Cl>CN(C)C=O>[CH3:10][O:11][C:12]1[CH:13]=[C:14]([CH:17]=[CH:18][CH:19]=1)[CH2:15][N:3]1[CH2:8][CH2:7][CH2:6][CH2:5][C:4]1=[O:9] |f:0.1|. Reported procedure: In 6 ml of N,N-dimethylformamide was suspended 0.8 g of 60% sodium hydride and thereto was added dropwise a solution of 1.98 g of 2-piperidone in 8 ml of N,N-dimethylformamide under a stream of argon and with ice cooling. Then, to the mixture was added dropwise a solution of 2.82 g of 3-methoxybenzyl chloride in 8 ml of N,N-dimethylformamide at room temperature. The mixture was stirred at 65° C. for 8 hours. After cooling, to the reaction mixture were added ice-cold water and the mixture was ext... The reactants are O=C1CCCc2ccccc21, CCO, CC(=O)[O-], Cl, NO, [Na+], O. Product: ON=C1CCCc2ccccc21. Reaction SMILES: [C:10]1(=[O:20])[CH2:11][CH2:12][CH2:13][c:14]2[cH:15][cH:16][cH:17][cH:18][c:19]21.[CH3:21][CH2:22][OH:23].[CH3:3][C:4](=[O:5])[O-:6].[ClH:7].[NH2:8][OH:9].[Na+:2].[OH2:1]>>[OH:1][N:8]=[C:10]1[CH2:11][CH2:12][CH2:13][c:14]2[cH:15][cH:16][cH:17][cH:18][c:19]21. Reactants: C([O-])(O)=O.[Na+] (sodium bicarbonate), ClCCOC1=C(C=O)C=CC=C1 (2-(2-chloroethyloxy)benzaldehyde), C(CO)O (ethylene glycol), P(O)(O)(O)=O (phosphoric acid). Solvent: C1=CC=CC=C1 (benzene). Reaction conditions: time 18 hour. Yields the product C1COC(C2=C(C=CC=C2)OCCCl)O1 (2-(2-chloroethyloxy)benzaldehyde ethyleneacetal). The yield is 97.2%. Reaction SMILES: [Cl:1][CH2:2][CH2:3][O:4][C:5]1[CH:12]=[CH:11][CH:10]=[CH:9][C:6]=1[CH:7]=[O:8].[CH2:13](O)[CH2:14][OH:15].P(=O)(O)(O)O.C(=O)(O)[O-].[Na+]>C1C=CC=CC=1>[CH2:14]1[O:15][CH:7]([C:6]2[CH:9]=[CH:10][CH:11]=[CH:12][C:5]=2[O:4][CH2:3][CH2:2][Cl:1])[O:8][CH2:13]1 |f:3.4|. Reported procedure: To a solution of 46.5 g of 2-(2-chloroethyloxy)benzaldehyde and 33.2 g of ethylene glycol in 500 ml of benzene in added 0.5 ml of 85% phosphoric acid, and the mixture is refluxed with stirring for about 18 hours while removing the produced water. After the reaction, the reaction mixture is cooled with ice and is made alkaline with saturated sodium bicarbonate solution to separate into two layers. The benzene layer is taken, washed with saturated saline solution, dried and then distilled to remov... Reactants: Cl.C(C1=CC=CC=C1)OC1=CC=C(C=C1)C1C(CCCC1)(O)C(CN(C)C)C (2-(p-Benzyloxyphenyl)-1-(2-dimethylamino-1-methylethyl)cyclohexanol hydrochloride), C([O-])([O-])=O.[K+].[K+] (potassium carbonate), C(C)(=O)Cl (Acetyl chloride). Solvent: C(Cl)(Cl)Cl (chloroform). Reaction conditions: time 8 hour. Yields the product C(C)(=O)OC1(C(CCCC1)C1=CC=C(C=C1)OCC1=CC=CC=C1)C(CN(C)C)C (2-(p-Benzyloxyphenyl)-1-(2-dimethylamino-1-methylethyl)cyclohexyl acetate). Reaction SMILES: Cl.[CH2:2]([O:9][C:10]1[CH:15]=[CH:14][C:13]([CH:16]2[CH2:21][CH2:20][CH2:19][CH2:18][C:17]2([CH:23]([CH3:28])[CH2:24][N:25]([CH3:27])[CH3:26])[OH:22])=[CH:12][CH:11]=1)[C:3]1[CH:8]=[CH:7][CH:6]=[CH:5][CH:4]=1.C(=O)([O-])[O-].[K+].[K+].[C:35](Cl)(=[O:37])[CH3:36]>C(Cl)(Cl)Cl>[C:35]([O:22][C:17]1([CH:23]([CH3:28])[CH2:24][N:25]([CH3:26])[CH3:27])[CH2:18][CH2:19][CH2:20][CH2:21][CH:16]1[C:13]1[CH:14]=[CH:15][C:10]([O:9][CH2:2][C:3]2[CH:4]=[CH:5][CH:6]=[CH:7][CH:8]=2)=[CH:11][CH:12]=1)(=[O:37])[CH3:36] |f:0.1,2.3.4|. Procedure details: 2-(p-Benzyloxyphenyl)-1-(2-dimethylamino-1-methylethyl)cyclohexanol hydrochloride (11.3 g) is stirred with 140 ml chloroform and 26 g potassium carbonate. Acetyl chloride (6.5 ml) is added and the mixture is stirred overnight, washed with water, and the chloroform dried. The chloroform solution is stirred for 6 hours with 6.5 ml acetyl chloride and 26 g potassium carbonate, then washed with water, dried and concentrated to give 14 g crude product. Starting materials: CCOC(C)=O, Cc1cccc(-c2c(F)cccc2C(OCCOS(C)(=O)=O)C2CN(C(=O)OC(C)(C)C)CCO2)c1, [N-]=[N+]=[N-], [Na+], CN(C)C=O, O. Yields the product Cc1cccc(-c2c(F)cccc2C(OCCN=[N+]=[N-])C2CN(C(=O)OC(C)(C)C)CCO2)c1. Reaction SMILES: [CH3:46][CH2:47][O:48][C:49]([CH3:50])=[O:51].[F:1][c:2]1[cH:3][cH:4][cH:5][c:6]([CH:15]([CH:16]2[O:17][CH2:18][CH2:19][N:20]([C:22](=[O:23])[O:24][C:25]([CH3:26])([CH3:27])[CH3:28])[CH2:21]2)[O:29][CH2:30][CH2:31][O:32][S:33]([CH3:34])(=[O:35])=[O:36])[c:7]1-[c:8]1[cH:9][c:10]([CH3:14])[cH:11][cH:12][cH:13]1.[N-:37]=[N+:38]=[N-:39].[Na+:40].[O:41]=[CH:42][N:43]([CH3:44])[CH3:45].[OH2:52]>>[F:1][c:2]1[cH:3][cH:4][cH:5][c:6]([CH:15]([CH:16]2[O:17][CH2:18][CH2:19][N:20]([C:22](=[O:23])[O:24][C:25]([CH3:26])([CH3:27])[CH3:28])[CH2:21]2)[O:29][CH2:30][CH2:31][N:37]=[N+:38]=[N-:39])[c:7]1-[c:8]1[cH:9][c:10]([CH3:14])[cH:11][cH:12][cH:13]1. Starting materials: C(=O)([O-])[O-].[Cs+].[Cs+] (Cs2CO3), BrCC(=O)OCC (ethyl bromoacetate), CC(C)(OC(=O)NC1=C(C=C(C=C1)O)Cl)C (4-(1,1-dimethylethoxycarbonyl)amino-3-chlorophenol). The solvent is CN(C)C=O (DMF). Conditions: time 6 hour. The product is CC(C)(OC(=O)NC1=C(C=C(OCC(=O)OCC)C=C1)Cl)C (Ethyl 4-(1,1-dimethylethoxycarbonyl)amino-3-chlorophenoxyacetate). Reaction SMILES: [CH3:1][C:2]([CH3:16])([O:4][C:5]([NH:7][C:8]1[CH:13]=[CH:12][C:11]([OH:14])=[CH:10][C:9]=1[Cl:15])=[O:6])[CH3:3].C([O-])([O-])=O.[Cs+].[Cs+].Br[CH2:24][C:25]([O:27][CH2:28][CH3:29])=[O:26]>CN(C=O)C>[CH3:3][C:2]([CH3:16])([O:4][C:5]([NH:7][C:8]1[CH:13]=[CH:12][C:11]([O:14][CH2:24][C:25]([O:27][CH2:28][CH3:29])=[O:26])=[CH:10][C:9]=1[Cl:15])=[O:6])[CH3:1] |f:1.2.3|. Procedure: To a 50 mL round bottomed flask with a stirring bar and an argon inlet was added 4-(1,1-dimethylethoxycarbonyl)amino-3-chlorophenol (0.831 g, 3.41 mmol) and DMF (16 mL). This mixture was cooled in an ice bath then Cs2CO3 (0.552 g, 1.69 mmol) and ethyl bromoacetate (0.37 mL, 3.34 mmol) were added. The resulting mixture was stirred for 6 h, during which time the cooling bath was allowed to expire. The mixture was filtered through a frit and the DMF was removed in vacuo. The residue was dissolved i... Reactants: CN1CCCC1=O, CC(C)Cn1c(CCl)nc2c(N)nc3ccccc3c21, Cl, [Li+], [N-]=[N+]=[N-], O. The product is CC(C)Cn1c(CN=[N+]=[N-])nc2c(N)nc3ccccc3c21. RXN SMILES: [CH3:26][N:27]1[CH2:28][CH2:29][CH2:30][C:31]1=[O:32].[Cl:2][CH2:3][c:4]1[n:5]([CH2:18][CH:19]([CH3:20])[CH3:21])[c:6]2[c:7]([c:8]([NH2:16])[n:9][c:10]3[cH:11][cH:12][cH:13][cH:14][c:15]23)[n:17]1.[ClH:1].[Li+:25].[N-:22]=[N+:23]=[N-:24].[OH2:33]>>[CH2:3]([c:4]1[n:5]([CH2:18][CH:19]([CH3:20])[CH3:21])[c:6]2[c:7]([c:8]([NH2:16])[n:9][c:10]3[cH:11][cH:12][cH:13][cH:14][c:15]23)[n:17]1)[N:22]=[N+:23]=[N-:24]. Starting materials: CC(C)(C)OC(=O)N1CC=C(c2cc(F)c(F)c3ccoc23)C(C)(C)C1, CCOC(C)=O, Cl. Product: Cl, CC1(C)CNCC=C1c1cc(F)c(F)c2ccoc12. Reaction SMILES: [C:1]([O:2][C:3](=[O:4])[N:8]1[CH2:9][C:10]([CH3:25])([CH3:26])[C:11]([c:14]2[cH:15][c:16]([F:24])[c:17]([F:23])[c:18]3[cH:19][cH:20][o:21][c:22]23)=[CH:12][CH2:13]1)([CH3:5])([CH3:6])[CH3:7].[CH3:28][CH2:29][O:30][C:31](=[O:32])[CH3:33].[ClH:27]>>[ClH:27].[NH:8]1[CH2:9][C:10]([CH3:25])([CH3:26])[C:11]([c:14]2[cH:15][c:16]([F:24])[c:17]([F:23])[c:18]3[cH:19][cH:20][o:21][c:22]23)=[CH:12][CH2:13]1. The reactants are O (water), ice, NC1=CC=C(C=C1)C1=CC(=CC=C1)CN(C(CNC(OC(C)(C)C)=O)=O)C (tert-butyl (2-{[(4′-aminobiphenyl-3-yl)methyl](methyl)amino]-2-oxoethyl}carbamate), CC(C)N=C=O (2-propyl isocyanate). Solvent: ClCCl (dichloromethane). Run at time 2 hour. Yields the product C(C)(C)NC(=O)NC1=CC=C(C=C1)C1=CC(=CC=C1)CN(C(CNC(OC(C)(C)C)=O)=O)C (tert-butyl {2-[({4′-[(isopropylcarbamoyl)amino]biphenyl-3-yl}methyl)(methyl)amino]-2-oxoethyl}carbamate). Isolated yield 97.5%. Reaction SMILES: [NH2:1][C:2]1[CH:7]=[CH:6][C:5]([C:8]2[CH:13]=[CH:12][CH:11]=[C:10]([CH2:14][N:15]([CH3:27])[C:16](=[O:26])[CH2:17][NH:18][C:19](=[O:25])[O:20][C:21]([CH3:24])([CH3:23])[CH3:22])[CH:9]=2)=[CH:4][CH:3]=1.[CH3:28][CH:29]([N:31]=[C:32]=[O:33])[CH3:30].O>ClCCl>[CH:29]([NH:31][C:32]([NH:1][C:2]1[CH:7]=[CH:6][C:5]([C:8]2[CH:13]=[CH:12][CH:11]=[C:10]([CH2:14][N:15]([CH3:27])[C:16](=[O:26])[CH2:17][NH:18][C:19](=[O:25])[O:20][C:21]([CH3:23])([CH3:24])[CH3:22])[CH:9]=2)=[CH:4][CH:3]=1)=[O:33])([CH3:30])[CH3:28]. Procedure details: To an ice-cooled solution of tert-butyl (2-{[(4′-aminobiphenyl-3-yl)methyl](methyl)amino]-2-oxoethyl}carbamate (200 mg) in dichloromethane (4 ml) was added 2-propyl isocyanate (55 mg), followed by stirring at room temperature for 2 hours. To the reaction mixture was added water, followed by stirring, and the organic layer was purified by silica gel column chromatography (2% MeOH/CHCl3) to obtain tert-butyl {2-[({4′-[(isopropylcarbamoyl)amino]biphenyl-3-yl}methyl)(methyl)amino]-2-oxoethyl}carbama... The reactants are CC(C)(C)OC(=O)NC(CO)Cc1ccccc1, CCOC(=O)N=NC(=O)OCC, C1CCOC1, COc1ccsc1C1(O)CCNCC1, c1ccc(P(c2ccccc2)c2ccccc2)cc1. The product is COc1ccsc1C1(O)CCN(CC(Cc2ccccc2)NC(=O)OC(C)(C)C)CC1. Reaction SMILES: [C:1]([CH3:2])([CH3:3])([CH3:4])[O:5][C:6](=[O:7])[NH:8][CH:9]([CH2:10][OH:11])[CH2:12][c:13]1[cH:14][cH:15][cH:16][cH:17][cH:18]1.[O:38]=[C:39]([O:40][CH2:41][CH3:42])[N:43]=[N:44][C:45]([O:46][CH2:47][CH3:48])=[O:49].[O:64]1[CH2:65][CH2:66][CH2:67][CH2:68]1.[OH:50][C:51]1([c:57]2[s:58][cH:59][cH:60][c:61]2[O:62][CH3:63])[CH2:52][CH2:53][NH:54][CH2:55][CH2:56]1.[c:19]1([P:20]([c:21]2[cH:22][cH:23][cH:24][cH:25][cH:26]2)[c:27]2[cH:28][cH:29][cH:30][cH:31][cH:32]2)[cH:33][cH:34][cH:35][cH:36][cH:37]1>>[C:1]([CH3:2])([CH3:3])([CH3:4])[O:5][C:6](=[O:7])[NH:8][CH:9]([CH2:10][N:54]1[CH2:53][CH2:52][C:51]([OH:50])([c:57]2[s:58][cH:59][cH:60][c:61]2[O:62][CH3:63])[CH2:56][CH2:55]1)[CH2:12][c:13]1[cH:14][cH:15][cH:16][cH:17][cH:18]1.